Dataset: the Open Reaction Database (ORD), a public repository of structured organic reaction records. Task: describe an organic reaction: reactants, conditions, products, and yield Starting materials: ClC1=CC=C(C=C1)O (4-chlorophenol), C1C(O1)CO (glycidol). The solvent is N1=CC=CC=C1 (pyridine). Yields the product ClC1=CC=C(OCC(CO)O)C=C1 (3-(4-Chlorophenoxy)-1,2-propanediol). The yield is 67.1%. RXN SMILES: [Cl:1][C:2]1[CH:7]=[CH:6][C:5]([OH:8])=[CH:4][CH:3]=1.[CH2:9]1[O:11][CH:10]1[CH2:12][OH:13]>N1C=CC=CC=1>[Cl:1][C:2]1[CH:7]=[CH:6][C:5]([O:8][CH2:9][CH:10]([OH:11])[CH2:12][OH:13])=[CH:4][CH:3]=1. Reported procedure: A mixture of 25.7 g (0.2 mole) of 4-chlorophenol, 18.5 g (0.25 mole) of glycidol and 1 ml of pyridine was stirred and heated at 85°-90° C. overnight. The pot residue was partitioned between ethyl ether and water. The organic layer was washed with water and brine, dried over sodium sulfate, and concentrated to give a gum which crystallized when triturated with petroleum ether (boiling point range, 30°-60° C.). The solid was collected by filtration and recrystallized from isopropyl ether to yield ... The reactants are C(C1=CC=CC=C1)NC(=O)C1=C(N=C(S1)C1=NC(=CN=C1)\C=C\C1=CC=C(C=C1)C(F)(F)F)C (4-methyl-2-{6-[(E)-2-(4-trifluoromethyl-phenyl)-vinyl]-pyrazin-2-yl}-thiazole-5-carboxylic acid benzylamide). The reagents and catalysts are [OH-].[OH-].[Pd+2] (Pd(OH)2). Solvent: C(C)(=O)OCC.C(C)O (ethyl acetate ethanol). Run at time 3 hour. Yields the product C(C1=CC=CC=C1)NC(=O)C1=C(N=C(S1)C1=NC(=CN=C1)CCC1=CC=C(C=C1)C(F)(F)F)C (4-methyl-2-{6-[2-(4-trifluoromethyl-phenyl)-ethyl]-pyrazin-2-yl}-thiazole-5-carboxylic acid benzylamide). The yield is 51.8%. Reaction SMILES: [CH2:1]([NH:8][C:9]([C:11]1[S:15][C:14]([C:16]2[CH:21]=[N:20][CH:19]=[C:18](/[CH:22]=[CH:23]/[C:24]3[CH:29]=[CH:28][C:27]([C:30]([F:33])([F:32])[F:31])=[CH:26][CH:25]=3)[N:17]=2)=[N:13][C:12]=1[CH3:34])=[O:10])[C:2]1[CH:7]=[CH:6][CH:5]=[CH:4][CH:3]=1>C(OCC)(=O)C.C(O)C.[OH-].[OH-].[Pd+2]>[CH2:1]([NH:8][C:9]([C:11]1[S:15][C:14]([C:16]2[CH:21]=[N:20][CH:19]=[C:18]([CH2:22][CH2:23][C:24]3[CH:25]=[CH:26][C:27]([C:30]([F:31])([F:33])[F:32])=[CH:28][CH:29]=3)[N:17]=2)=[N:13][C:12]=1[CH3:34])=[O:10])[C:2]1[CH:7]=[CH:6][CH:5]=[CH:4][CH:3]=1 |f:1.2,3.4.5|. Procedure: To a solution of 4-methyl-2-{6-[(E)-2-(4-trifluoromethyl-phenyl)-vinyl]-pyrazin-2-yl}-thiazole-5-carboxylic acid benzylamide (40 mg, 0.08 mmol, 1.0 equiv) in ethyl acetate/ethanol (1:1) was added Pd(OH)2 (10 mg, 20%). The flask was first purged with nitrogen, then with hydrogen. The reaction mixture was stirred at ambient temperature for 3 hr and monitored by LCMS. Upon completion, the reaction mixture was diluted with ethyl acetate, filtered through Celite and concentrated in vacuo. The crude p...